This data is from the Open Reaction Database (ORD), a public repository of structured organic reaction records. The task is: describe an organic reaction: reactants, conditions, products, and yield Starting materials: COC(=O)c1cnc(Br)c(-c2ccc(F)cc2)n1, [Li+], C1CCOC1, [OH-], O. Product: O=C(O)c1cnc(Br)c(-c2ccc(F)cc2)n1. RXN SMILES: [CH3:1][O:2][C:3](=[O:4])[c:5]1[n:6][c:7](-[c:12]2[cH:13][cH:14][c:15]([F:18])[cH:16][cH:17]2)[c:8]([Br:11])[n:9][cH:10]1.[Li+:19].[O:21]1[CH2:22][CH2:23][CH2:24][CH2:25]1.[OH-:20].[OH2:26]>>[O:2]=[C:3]([OH:4])[c:5]1[n:6][c:7](-[c:12]2[cH:13][cH:14][c:15]([F:18])[cH:16][cH:17]2)[c:8]([Br:11])[n:9][cH:10]1. Starting materials: C(C)(C)(C)OC(=O)N[C@H](CCCC)C(=O)O (tert.-butoxycarbonyl-D-norleucine), CN1CCOCC1 (N-methylmorpholine), ClC(=O)OCC(C)C (isobutyl chloroformate), C(C1=CC=CC=C1)OC(CN)=O (glycine benzyl ester), CN1CCOCC1 (N-methylmorpholine). Solvent: CN(C=O)C (dimethyl formamide), CN(C=O)C (dimethyl formamide). Run at temperature -10 celsius. Product: C(C1=CC=CC=C1)OC(CNC([C@H](NC(=O)OC(C)(C)C)CCCC)=O)=O (tert.-butoxycarbonyl-D-norleucyl-glycine benzyl ester). The yield is 77.4%. Reaction SMILES: [C:1]([O:5][C:6]([NH:8][C@@H:9]([C:14]([OH:16])=O)[CH2:10][CH2:11][CH2:12][CH3:13])=[O:7])([CH3:4])([CH3:3])[CH3:2].CN1CCOCC1.ClC(OCC(C)C)=O.[CH2:32]([O:39][C:40](=[O:43])[CH2:41][NH2:42])[C:33]1[CH:38]=[CH:37][CH:36]=[CH:35][CH:34]=1>CN(C)C=O>[CH2:32]([O:39][C:40](=[O:43])[CH2:41][NH:42][C:14](=[O:16])[C@@H:9]([CH2:10][CH2:11][CH2:12][CH3:13])[NH:8][C:6]([O:5][C:1]([CH3:2])([CH3:3])[CH3:4])=[O:7])[C:33]1[CH:38]=[CH:37][CH:36]=[CH:35][CH:34]=1. Reported procedure: 11.57 g (50 mmoles) of tert.-butoxycarbonyl-D-norleucine and 5.6 ml (50 mmoles) of N-methylmorpholine are dissolved in 50 ml of dimethyl formamide. The solution is cooled to -10° C., and 6.6 ml (50 mmoles) of isobutyl chloroformate are added with stirring. After 10 minutes the mixture is cooled to -20° C., and a solution of 18.6 g (55 mmoles) of glycine benzyl ester p-toluolsulfonate and 6.1 ml (55 mmoles) of N-methylmorpholine in 80 ml of dimethyl formamide, cooled to -20° C., is added. The rea... Starting materials: FC(C(=O)OCC)(F)F (Ethyl trifluoroacetate), C(CCC)N (n-butylamine), amine. Procedure details: Ethyl trifluoroacetate (298 g, 2.1 m) was reacted in a manner similar to Example 5 with n-butylamine (169 g, 2.3 m), except that the amine was added as a liquid within 1 hour. After the exotherm (peak 56° C.) had subsided, the reaction mixture was heated under reflux for 31/2 hours (pot temperature 96° to 98° C.). The mixture was then distilled to yield 193 g of a liquid which boiled at 83° C./7 mm Hg. RXN SMILES: [F:1][C:2]([F:9])([F:8])[C:3]([O:5]CC)=O.[CH2:10]([NH2:14])[CH2:11][CH2:12][CH3:13]>>[CH2:10]([NH:14][C:3](=[O:5])[C:2]([F:1])([F:8])[F:9])[CH2:11][CH2:12][CH3:13]. Product: C(CCC)NC(C(F)(F)F)=O (N-Butyl Trifluoroacetamide). Yield: 54.4%. Starting materials: BrP(Br)(c1ccccc1)(c1ccccc1)c1ccccc1, CC#N, OCC1COc2ccccc2O1. Yields the product BrCC1COc2ccccc2O1. RXN SMILES: [Br:13][P:14]([Br:15])([c:16]1[cH:17][cH:18][cH:19][cH:20][cH:21]1)([c:22]1[cH:23][cH:24][cH:25][cH:26][cH:27]1)[c:28]1[cH:29][cH:30][cH:31][cH:32][cH:33]1.[CH3:34][C:35]#[N:36].[OH:1][CH2:2][CH:3]1[CH2:4][O:5][c:6]2[c:7]([cH:9][cH:10][cH:11][cH:12]2)[O:8]1>>[CH2:2]([CH:3]1[CH2:4][O:5][c:6]2[c:7]([cH:9][cH:10][cH:11][cH:12]2)[O:8]1)[Br:13].